Task: describe an organic reaction: reactants, conditions, products, and yield. Dataset: the Open Reaction Database (ORD), a public repository of structured organic reaction records Reactants: C#C (acetylene), C(C#CC)(O)O (butynediol), [Si]([O-])([O-])([O-])[O-].[Mg+2].[Mg+2] (magnesium silicate), C=O (formaldehyde). Product: C(C#C)O (propargyl alcohol), C(C#CC)(O)O (butynediol). As a reaction SMILES: [Si]([O-])([O-])([O-])[O-].[Mg+2].[Mg+2].C=O.C#C.[CH:12]([OH:17])([OH:16])[C:13]#[C:14][CH3:15]>>[CH2:12]([OH:16])[C:13]#[CH:14].[CH:12]([OH:17])([OH:16])[C:13]#[C:14][CH3:15] |f:0.1.2|. Procedure: The initial unimpregnated chi-rho alumina (Kaiser KA-300) had a surface area of 350 m2 /gram. On roasting, it was converted to a mixture of eta and pseudogamma phase aluminas. As shown in Table I, this alumina support for the catalyst of this invention is far less soluble in the liquid reaction medium than are the kieselguhr or magnesium silicate supports. Furthermore, it was found that the aluminasupported catalyst converted formaldehyde and acetylene to butynediol at a rate similar to that obt... Reactants: [OH-].[Na+] (sodium hydroxide), CC=1C=C(C=NC1SC)O (5-methyl-6-methylsulfanylpyridine-3-ol), ClC(F)F (Chlorodifluoromethane). Solvent: O1CCOCC1 (1,4-dioxane), O (water), CCOCC (ether), O (water). Product: FC(OC=1C=C(C(=NC1)SC)C)F (5-Difluoromethoxy-3-methyl-2-methylsulfanylpyridine). The yield is 61.0%. RXN SMILES: [OH-].[Na+].[CH3:3][C:4]1[CH:5]=[C:6]([OH:12])[CH:7]=[N:8][C:9]=1[S:10][CH3:11].Cl[CH:14]([F:16])[F:15]>O1CCOCC1.O.CCOCC>[F:15][CH:14]([F:16])[O:12][C:6]1[CH:5]=[C:4]([CH3:3])[C:9]([S:10][CH3:11])=[N:8][CH:7]=1 |f:0.1|. Reported procedure: Solid sodium hydroxide (9.3 g, 232 mmol) were added in one portion to a stirred solution of 5-methyl-6-methylsulfanylpyridine-3-ol (7.2 g, 46.4 mmol) in 1,4-dioxane (75 mL) and water (25 mL) causing an exotherm to 50° C. Chlorodifluoromethane (13 g, 150 mmol) was then rapidly bubbled into the reaction over 9 minutes, causing a gradual exotherm to 75° C. After the reaction had cooled to room temperature, it was diluted with ether (100 mL) and water (100 mL) and the layers separated. The organic p... Starting materials: ClC1=C(C=NN1C)[N+](=O)[O-] (5-Chloro-1-methyl-4-nitro-1H-pyrazole), CN1CCC(=CC1)B1OC(C)(C)C(C)(C)O1 (1-methyl-1,2,3,6 tetrahydropyridine-4-boronic acid pinacol ester), C(=O)([O-])[O-].[Na+].[Na+].CC(=O)[O-].[K+] (Na2CO3 KOAc). The reagents and catalysts are C1=CC=C(C=C1)P([C-]2C=CC=C2)C3=CC=CC=C3.C1=CC=C(C=C1)P([C-]2C=CC=C2)C3=CC=CC=C3.Cl[Pd]Cl.[Fe+2] (Pd(dppf)2Cl2), C1=CC=C(C=C1)P([C-]2C=CC=C2)C3=CC=CC=C3.C1=CC=C(C=C1)P([C-]2C=CC=C2)C3=CC=CC=C3.Cl[Pd]Cl.[Fe+2] (Pd(dppf)2Cl2). The solvent is CC#N (MeCN). Run at temperature 130 celsius. The product is CN1CCC(=CC1)C1=C(C=NN1C)[N+](=O)[O-] (1-methyl-4-(1-methyl-4-nitro-1H-pyrazol-5-yl)-1,2,3,6-tetrahydropyridine). The yield is 16.0%. As a reaction SMILES: Cl[C:2]1[N:6]([CH3:7])[N:5]=[CH:4][C:3]=1[N+:8]([O-:10])=[O:9].[CH3:11][N:12]1[CH2:17][CH:16]=[C:15](B2OC(C)(C)C(C)(C)O2)[CH2:14][CH2:13]1.C([O-])([O-])=O.[Na+].[Na+].CC([O-])=O.[K+]>CC#N.C1C=CC(P(C2C=CC=CC=2)[C-]2C=CC=C2)=CC=1.C1C=CC(P(C2C=CC=CC=2)[C-]2C=CC=C2)=CC=1.Cl[Pd]Cl.[Fe+2]>[CH3:11][N:12]1[CH2:13][CH:14]=[C:15]([C:2]2[N:6]([CH3:7])[N:5]=[CH:4][C:3]=2[N+:8]([O-:10])=[O:9])[CH2:16][CH2:17]1 |f:2.3.4.5.6,8.9.10.11|. Procedure: 5-Chloro-1-methyl-4-nitro-1H-pyrazole (0.2 g, 1.24 mmol), 1-methyl-1,2,3,6 tetrahydropyridine-4-boronic acid pinacol ester (0.553 g, 2.48 mmol) and Pd(dppf)2Cl2 (0.02 g, 0.025 mmol) were suspended in degassed MeCN (5 mL). Aqueous Na2CO3/KOAc solution (1:1, 1.1 M, 1.5 mL) was added and the mixture was heated at 130° C. in a microwave for 40 min. A further portion of Pd(dppf)2Cl2 (0.1 g, 0.12 mmol) was added and the mixture was heated at 130° C. for a further 90 min. The solvents were removed unde... The reactants are [Al+3], CCOC(=O)CCCCCOc1cc(C)ccc1N(C)C(=O)c1ccc(NC(=O)c2ccccc2OCCCNC(=O)OC(C)(C)C)c(OC)c1, [H-], [H-], [H-], [H-], [Li+], C1CCOC1. Product: COc1cc(C(=O)N(C)c2ccc(C)cc2OCCCCCCO)ccc1NC(=O)c1ccccc1OCCCNC(=O)OC(C)(C)C. RXN SMILES: [Al+3:53].[C:1]([CH3:2])([CH3:3])([CH3:4])[O:5][C:6](=[O:7])[NH:8][CH2:9][CH2:10][CH2:11][O:12][c:13]1[c:14]([C:15](=[O:16])[NH:17][c:18]2[c:19]([O:46][CH3:47])[cH:20][c:21]([C:22](=[O:23])[N:24]([c:25]3[c:26]([O:32][CH2:33][CH2:34][CH2:35][CH2:36][CH2:37][C:38](=[O:39])[O:40][CH2:41][CH3:42])[cH:27][c:28]([CH3:31])[cH:29][cH:30]3)[CH3:43])[cH:44][cH:45]2)[cH:48][cH:49][cH:50][cH:51]1.[H-:52].[H-:55].[H-:56].[H-:57].[Li+:54].[O:58]1[CH2:59][CH2:60][CH2:61][CH2:62]1>>[C:1]([CH3:2])([CH3:3])([CH3:4])[O:5][C:6](=[O:7])[NH:8][CH2:9][CH2:10][CH2:11][O:12][c:13]1[c:14]([C:15](=[O:16])[NH:17][c:18]2[c:19]([O:46][CH3:47])[cH:20][c:21]([C:22](=[O:23])[N:24]([c:25]3[c:26]([O:32][CH2:33][CH2:34][CH2:35][CH2:36][CH2:37][CH2:38][OH:39])[cH:27][c:28]([CH3:31])[cH:29][cH:30]3)[CH3:43])[cH:44][cH:45]2)[cH:48][cH:49][cH:50][cH:51]1. Run in CS(=O)(=O)O (methanesulfonic acid). Starting materials: C(C)OC(=O)C=1C2=C(SC1NC(=O)C1CC1)C=CC=C2 (2-(Cyclopropanecarbonyl-amino)-benzo[b]thiophene-3-carboxylic acid ethyl ester), N (NH3). Procedure details: The solution of 10 millimol VII in 50 milliliter methanesulfonic acid was stirred at room temperature for 48 hours. The reaction mixture was poured onto icecold 25% aqueous NH3 solution, the soliw was filtered off, washed with water and n-hexane, then dried. The product is C(C)OC(=O)C=1C2=C(SC1N)C=CC=C2 (2-Amino-benzo[b]thiophene-3-carboxylic acid ethyl ester). RXN SMILES: [CH2:1]([O:3][C:4]([C:6]1[C:7]2[CH:20]=[CH:19][CH:18]=[CH:17][C:8]=2[S:9][C:10]=1[NH:11]C(C1CC1)=O)=[O:5])[CH3:2].N>CS(O)(=O)=O>[CH2:1]([O:3][C:4]([C:6]1[C:7]2[CH:20]=[CH:19][CH:18]=[CH:17][C:8]=2[S:9][C:10]=1[NH2:11])=[O:5])[CH3:2]. Reactants: C(=O)([O-])[O-].[Na+].[Na+] (Na2CO3), N([C@@H](CC(C)C)C(=O)ON1C(=O)CCC1=O)C(=O)OC(C)(C)C (Boc-L-Leu-OSu), NCCC(=O)O (β-Alanine). Run in O1CCCC1 (tetrahydrofuran), solution. Reaction conditions: time 4 hour. Product: C(C)(C)(C)OC(=O)N[C@@H](CC(C)C)C(=O)NCCC(=O)O (t-Butyloxycarbonyl-L-Leucyl-β-Alanine). As a reaction SMILES: [NH:1]([C:17]([O:19][C:20]([CH3:23])([CH3:22])[CH3:21])=[O:18])[C@H:2]([C:7]([O:9]N1C(=O)CCC1=O)=O)[CH2:3][CH:4]([CH3:6])[CH3:5].C([O-])([O-])=O.[Na+].[Na+].[NH2:30][CH2:31][CH2:32][C:33]([OH:35])=[O:34]>O1CCCC1>[C:20]([O:19][C:17]([NH:1][C@H:2]([C:7]([NH:30][CH2:31][CH2:32][C:33]([OH:35])=[O:34])=[O:9])[CH2:3][CH:4]([CH3:5])[CH3:6])=[O:18])([CH3:21])([CH3:22])[CH3:23] |f:1.2.3|. Reported procedure: Boc-L-Leu-OSu (5 g, 15.24 mmol) was dissolved in a solution (200 ml) containing equal volumes of tetrahydrofuran and 5% Na2CO3. β-Alanine (2.71 g, 30.48 mmol) was added and the reaction mixture was stirred at room temperature for 4 hours. The organic solvent was removed in vacuo and the resulting aqueous solution was washed with diethyl ether (2×50 ml). On acidification with 5% NaHSO4, the product precipitated and was extracted into ethyl acetate (150 ml). The organic layer was washed with brine...